Dataset: the Open Reaction Database (ORD), a public repository of structured organic reaction records. Task: describe an organic reaction: reactants, conditions, products, and yield Starting materials: N1(C=NC=C1)C(=O)C1=CC=C(C=C1)C=1OC(=NN1)C=1C(=NOC1C)C1=CC=CC=C1 (imidazol-1-yl-{4-[5-(5-methyl-3-phenyl-isoxazol-4-yl)-[1,3,4]oxadiazol-2-yl]-phenyl}-methanone), NCC1CC1 (aminomethylcyclopropane). The product is C1(CC1)CNC(C1=CC=C(C=C1)C=1OC(=NN1)C=1C(=NOC1C)C1=CC=CC=C1)=O (N-Cyclopropylmethyl-4-[5-(5-methyl-3-phenyl-isoxazol-4-yl)-[1,3,4]oxadiazol-2-yl]-benzamide). Yield: 44.0%. Reaction SMILES: [N:1]1([C:6]([C:8]2[CH:13]=[CH:12][C:11]([C:14]3[O:15][C:16]([C:19]4[C:20]([C:25]5[CH:30]=[CH:29][CH:28]=[CH:27][CH:26]=5)=[N:21][O:22][C:23]=4[CH3:24])=[N:17][N:18]=3)=[CH:10][CH:9]=2)=[O:7])C=CN=[CH:2]1.NC[CH:33]1[CH2:35][CH2:34]1>>[CH:33]1([CH2:2][NH:1][C:6](=[O:7])[C:8]2[CH:9]=[CH:10][C:11]([C:14]3[O:15][C:16]([C:19]4[C:20]([C:25]5[CH:26]=[CH:27][CH:28]=[CH:29][CH:30]=5)=[N:21][O:22][C:23]=4[CH3:24])=[N:17][N:18]=3)=[CH:12][CH:13]=2)[CH2:35][CH2:34]1. Procedure details: As described for example 78c, imidazol-1-yl-{4-[5-(5-methyl-3-phenyl-isoxazol-4-yl)-[1,3,4]oxadiazol-2-yl]-phenyl}-methanone (200 mg, 0.50 mmol) was converted using aminomethylcyclopropane instead of cyclopropylamine to the title compound (SiO2, heptane:ethyl acetate:dichloromethane=60:20:20 to 0:80:20, 88 mg, 44%) which was obtained as a white solid. MS: m/e=433.3 [M+H]+. Reactants: ClC1=C(C=CC=C1)S(=O)(=O)[C@@H]1C[C@H](NC1)C(=O)NC1(CC1)C#N ((2S,4R)-4-(2-chlorophenylsulfonyl)-N-(1-cyanocyclopropyl)pyrrolidine-2-carboxamide), [Na+].S1CCN(CC1)C1(CC1)C(=O)[O-] (1-thiomorpholinocyclopropanecarboxylic acid sodium salt). Product: ClC1=C(C=CC=C1)S(=O)(=O)[C@@H]1C[C@H](N(C1)C(=O)C1(CC1)N1CCSCC1)C(=O)NC1(CC1)C#N ((2S,4R)-4-(2-chlorophenylsulfonyl)-N-(1-cyanocyclopropyl)-1-(1-thiomorpholinocyclopropanecarbonyl)pyrrolidine-2-carboxamide). Yield: 46.0%. RXN SMILES: [Cl:1][C:2]1[CH:7]=[CH:6][CH:5]=[CH:4][C:3]=1[S:8]([C@H:11]1[CH2:15][NH:14][C@H:13]([C:16]([NH:18][C:19]2([C:22]#[N:23])[CH2:21][CH2:20]2)=[O:17])[CH2:12]1)(=[O:10])=[O:9].[Na+].[S:25]1[CH2:30][CH2:29][N:28]([C:31]2([C:34]([O-])=[O:35])[CH2:33][CH2:32]2)[CH2:27][CH2:26]1>>[Cl:1][C:2]1[CH:7]=[CH:6][CH:5]=[CH:4][C:3]=1[S:8]([C@H:11]1[CH2:15][N:14]([C:34]([C:31]2([N:28]3[CH2:27][CH2:26][S:25][CH2:30][CH2:29]3)[CH2:33][CH2:32]2)=[O:35])[C@H:13]([C:16]([NH:18][C:19]2([C:22]#[N:23])[CH2:21][CH2:20]2)=[O:17])[CH2:12]1)(=[O:10])=[O:9] |f:1.2|. Procedure details: The reaction of (2S,4R)-4-(2-chlorophenylsulfonyl)-N-(1-cyanocyclopropyl)pyrrolidine-2-carboxamide 7H with 1-thiomorpholinocyclopropanecarboxylic acid sodium salt 16C carried out according to the general procedure L yielded (2S,4R)-4-(2-chlorophenylsulfonyl)-N-(1-cyanocyclopropyl)-1-(1-thiomorpholinocyclopropanecarbonyl)pyrrolidine-2-carboxamide as a light brown solid (46%). MS ISP (m/e): 523.3 (100) [(M+H)]+. Reactants: C[SiH](C)OC(c1cccc(CO)c1)C(C)(C)C, C1CCOC1, CC(C)OC(=O)N=NC(=O)OC(C)C, O=C1NC(=O)c2ccccc21. The product is C[SiH](C)OC(c1cccc(Cc2cccc3c2C(=O)NC3=O)c1)C(C)(C)C. Reaction SMILES: [C:15]([CH3:16])([CH3:17])([CH3:18])[CH:19]([c:20]1[cH:21][c:22]([CH2:23][OH:24])[cH:25][cH:26][cH:27]1)[O:28][SiH:29]([CH3:30])[CH3:31].[CH2:43]1[O:44][CH2:45][CH2:46][CH2:47]1.[O:1]=[C:2]([O:3][CH:4]([CH3:5])[CH3:6])[N:7]=[N:8][C:9]([O:10][CH:11]([CH3:12])[CH3:13])=[O:14].[O:32]=[C:33]1[NH:34][C:35](=[O:36])[c:37]2[cH:38][cH:39][cH:40][cH:41][c:42]21>>[C:15]([CH3:16])([CH3:17])([CH3:18])[CH:19]([c:20]1[cH:21][c:22]([CH2:23][c:38]2[c:37]3[c:42]([cH:41][cH:40][cH:39]2)[C:33](=[O:32])[NH:34][C:35]3=[O:36])[cH:25][cH:26][cH:27]1)[O:28][SiH:29]([CH3:30])[CH3:31]. Starting materials: ClCCl, Cl, O=S(=O)(Cl)c1ccc(F)c(F)c1, CN(C)C=O, c1ccc(P(c2ccccc2)c2ccccc2)cc1. The product is Fc1ccc(S)cc1F. As a reaction SMILES: [Cl:38][CH2:39][Cl:40].[ClH:37].[F:25][c:26]1[cH:27][c:28]([S:33]([Cl:34])(=[O:35])=[O:36])[cH:29][cH:30][c:31]1[F:32].[O:20]=[CH:21][N:22]([CH3:23])[CH3:24].[c:1]1([P:2]([c:3]2[cH:4][cH:5][cH:6][cH:7][cH:8]2)[c:9]2[cH:10][cH:11][cH:12][cH:13][cH:14]2)[cH:15][cH:16][cH:17][cH:18][cH:19]1>>[F:25][c:26]1[cH:27][c:28]([SH:33])[cH:29][cH:30][c:31]1[F:32]. Starting materials: OC(=O)C(F)(F)F.C(C1=CC=CC=C1)N1C(C2=NC(=C(N=C2CC1)NC1CC1)N1CCC(CC1)OC1=C(C=C(C=C1)F)F)C (6-benzyl-N-cyclopropyl-3-(4-(2,4-difluorophenoxyl)piperidin-1-yl)-5-methyl-5,6,7,8-tetrahydropyrido[3,4-b]pyrazin-2-amine TFA salt), [H][H] (hydrogen). The reagents and catalysts are [OH-].[OH-].[Pd+2] (Pd(OH)2). Solvent: C1CCOC1 (THF). Reaction conditions: time 8 hour. Yields the product C1(CC1)NC=1N=C2C(=NC1N1CCC(CC1)OC1=C(C=C(C=C1)F)F)C(NCC2)C (N-cyclopropyl-3-(4-(2,4-difluorophenoxyl)piperidin-1-yl)-5-methyl-5,6,7,8-tetrahydropyrido[3,4-b]pyrazin-2-amine), C(=O)(C(F)(F)F)O (TFA). Isolated yield 384.3%. Reaction SMILES: [OH:1][C:2]([C:4]([F:7])([F:6])[F:5])=[O:3].C([N:15]1[CH2:24][CH2:23][C:22]2[C:17](=[N:18][C:19]([N:29]3[CH2:34][CH2:33][CH:32]([O:35][C:36]4[CH:41]=[CH:40][C:39]([F:42])=[CH:38][C:37]=4[F:43])[CH2:31][CH2:30]3)=[C:20]([NH:25][CH:26]3[CH2:28][CH2:27]3)[N:21]=2)[CH:16]1[CH3:44])C1C=CC=CC=1.[H][H]>C1COCC1.[OH-].[OH-].[Pd+2]>[CH:26]1([NH:25][C:20]2[N:21]=[C:22]3[CH2:23][CH2:24][NH:15][CH:16]([CH3:44])[C:17]3=[N:18][C:19]=2[N:29]2[CH2:30][CH2:31][CH:32]([O:35][C:36]3[CH:41]=[CH:40][C:39]([F:42])=[CH:38][C:37]=3[F:43])[CH2:33][CH2:34]2)[CH2:28][CH2:27]1.[C:2]([OH:3])([C:4]([F:7])([F:6])[F:5])=[O:1] |f:0.1,4.5.6|. Procedure details: Combined 6-benzyl-N-cyclopropyl-3-(4-(2,4-difluorophenoxyl)piperidin-1-yl)-5-methyl-5,6,7,8-tetrahydropyrido[3,4-b]pyrazin-2-amine TFA salt (110 mg, 0.178 mmol) and Pd(OH)2 (20 wt %, 12.5 mg, 0.018 mmol) in THF (888 μL) was purged with hydrogen and allowed to stir under hydrogen (balloon) overnight. The reaction mixture was filtered through Celite™, washed with EtOAc, and concentrated under reduced pressure to give the title compound as a TFA salt (78 mg).